The task is: describe an organic reaction: reactants, conditions, products, and yield. This data is from the Open Reaction Database (ORD), a public repository of structured organic reaction records. Reactants: CCCCCCCCC=CCCCCCCCCO, CC(C)N=C=NC(C)C, [Cl-]. Product: CCCCCCCCC=CCCCCCCCCOC(=NC(C)C)NC(C)C. Reaction SMILES: [CH2:10]([CH2:11][CH2:12][CH2:13][CH2:14][CH2:15][CH2:16][CH2:17][CH:18]=[CH:19][CH2:20][CH2:21][CH2:22][CH2:23][CH2:24][CH2:25][CH2:26][CH3:27])[OH:28].[CH:1]([CH3:2])([CH3:3])[N:4]=[C:5]=[N:6][CH:7]([CH3:8])[CH3:9].[Cl-:29]>>[CH:1]([CH3:2])([CH3:3])[NH:4][C:5](=[N:6][CH:7]([CH3:8])[CH3:9])[O:28][CH2:10][CH2:11][CH2:12][CH2:13][CH2:14][CH2:15][CH2:16][CH2:17][CH:18]=[CH:19][CH2:20][CH2:21][CH2:22][CH2:23][CH2:24][CH2:25][CH2:26][CH3:27]. The reactants are II (iodine), O1CCOC12CCC(CC2)O (1,4-dioxa-spiro[4.5]decan-8-ol), N1C=NC=C1 (imidazole), C1(=CC=CC=C1)P(C1=CC=CC=C1)C1=CC=CC=C1 (triphenylphosphine), S(=O)(O)[O-].[Na+] (sodium hydrogen sulfite). Run in O1CCCC1 (tetrahydrofuran), O1CCCC1 (tetrahydrofuran). Run at time 6 hour. Yields the product IC1CCC2(OCCO2)CC1 (8-iodo-1,4-dioxa-spiro[4.5]decane). The yield is 59.3%. RXN SMILES: [O:1]1[C:5]2([CH2:10][CH2:9][CH:8](O)[CH2:7][CH2:6]2)[O:4][CH2:3][CH2:2]1.N1C=CN=C1.C1(P(C2C=CC=CC=2)C2C=CC=CC=2)C=CC=CC=1.[I:36]I.S([O-])(O)=O.[Na+]>O1CCCC1>[I:36][CH:8]1[CH2:9][CH2:10][C:5]2([O:4][CH2:3][CH2:2][O:1]2)[CH2:6][CH2:7]1 |f:4.5|. Procedure details: To a mixture of 1,4-dioxa-spiro[4.5]decan-8-ol (18.0 g, 114 mmol), imidazole (10.1 g, 148 mmol) and triphenylphosphine (34.3 g, 131 mmol) in tetrahydrofuran (57 ml) was added iodine (33.2 g, 131 mmol) in tetrahydrofuran (57 ml) at 0° C. The mixture was warmed to room temperature, and stirred for 6 hours. The mixture was poured into 10 wt % aqueous sodium hydrogen sulfite, and the organic compound was extracted with hexane (three times). The organic layer was washed with water, dried over sodium ... Reactants: N(=[N+]=[N-])[C@@]1(C[C@@H](O[C@@H]1CO)N1C(=O)NC(=O)C=C1)O (3'-azido-2'-deoxyuridine), BrBr (bromine), 5'-hydroxyl, C(C)(=O)OC(C)=O (acetic anhydride). Solvent: C(C)(=O)O (acetic acid). Reaction conditions: time 2 hour. The product is N(=[N+]=[N-])[C@@]1(C[C@@H](O[C@@H]1CO)N1C(=O)NC(=O)C(=C1)Br)O (3'-Azido-5-Bromo-2'-Deoxyuridine). Reaction SMILES: [N:1]([C@@:4]1([OH:19])[C@@H:8]([CH2:9][OH:10])[O:7][C@@H:6]([N:11]2[CH:18]=[CH:17][C:15](=[O:16])[NH:14][C:12]2=[O:13])[CH2:5]1)=[N+:2]=[N-:3].C(OC(=O)C)(=O)C.[Br:27]Br>C(O)(=O)C>[N:1]([C@@:4]1([OH:19])[C@@H:8]([CH2:9][OH:10])[O:7][C@@H:6]([N:11]2[CH:18]=[C:17]([Br:27])[C:15](=[O:16])[NH:14][C:12]2=[O:13])[CH2:5]1)=[N+:2]=[N-:3]. Procedure details: 3'-Azido-5-bromo-2'-doxyuridine was prepared from the known 3'-azido-2'-deoxyuridine (T. A. Krenitsky, et al., J. Med. Chem., 26, 891, (1983)) (0.827 g, 3.3 mMol) by first acetylating the 5'-hydroxyl with acetic anhydride (15 mL) then by brominating the 5 position by the addition of acetic acid (0.5 mL) and bromine (0.566 g). The red-brown solution was stirred at room temperature for two hours. The reaction was taken to an oil in vacuo and triturated with ethyl ether. The oil was dissolved in me... The reactants are C(C(=C)C)(=O)[O-].C(CCC)[Sn+](CCCC)CCCC (Tri-n-butyltin methacrylate), C(C(=C)C)(=O)O (methacrylic acid), CCCC[Sn](CCCC)CCCC.[OH] (tri-n-butyltin oxide), C(C(=C)C)(=O)[O-].C(CCC)[Sn+](CCCC)CCCC (Tri-n-butyltin methacrylate), C(C(=C)C)(=O)OC (methyl methacrylate), C(C1=CC=CC=C1)(=O)OOC(C1=CC=CC=C1)=O (benzoyl peroxide), resultant polymer. Solvent: C1=CC=CC=C1 (benzene), C1=CC=CC=C1 (benzene). Product: C(C(=C)C)(=O)[O-].C(CCC)[Sn+](CCCC)CCCC.C(C(=C)C)(=O)OC (TRI-n-BUTYLTIN METHACRYLATE METHYL METHACRYLATE). RXN SMILES: [C:1]([O-:6])(=[O:5])[C:2]([CH3:4])=[CH2:3].[CH2:7]([Sn+:11]([CH2:16][CH2:17][CH2:18][CH3:19])[CH2:12][CH2:13][CH2:14][CH3:15])[CH2:8][CH2:9][CH3:10].C(O)(=O)C(C)=C.CCCC[Sn](CCCC)CCCC.[OH].[C:40]([O:45][CH3:46])(=[O:44])[C:41]([CH3:43])=[CH2:42].C(OOC(=O)C1C=CC=CC=1)(=O)C1C=CC=CC=1>C1C=CC=CC=1>[C:1]([O-:6])(=[O:5])[C:2]([CH3:4])=[CH2:3].[CH2:16]([Sn+:11]([CH2:7][CH2:8][CH2:9][CH3:10])[CH2:12][CH2:13][CH2:14][CH3:15])[CH2:17][CH2:18][CH3:19].[C:40]([O:45][CH3:46])(=[O:44])[C:41]([CH3:43])=[CH2:42] |f:0.1,3.4,8.9.10,^1:29,38|. Reported procedure: The monomers of P30 were first synthesized. Tri-n-butyltin methacrylate prepared according to Montermoso et al U.S. Pat. No. 3,016,369. Uninhibited methacrylic acid (37.8 ml, 0.444 mole) and tri-n-butyltin oxide (112.5 ml, 0.222 mole) were reacted in 200 of dischloromethane. Upon refluxing for 1 hour, 4.5 ml of water were collected azeotropically. After the reaction was completed, the solvent was evaporated under vacuum. The product ester was a yellow transparent liquid. The monomers were then c... Reactants: FC1=CC=C(C=C1)C1(CCCCC1)CCC1=C2C(=NO1)C1=CC=C(C=C1CC2)C(CO)O (1-(3-(2-(1-(4-fluorophenyl)cyclohexyl)ethyl)-4,5-dihydronaphtho[1,2-c]isoxazol-7-yl)ethane-1,2-diol), I(=O)(=O)(=O)[O-].[Na+] (sodium periodate). Run in CO (methanol), O (water). Run at time 40 minute. Yields the product FC1=CC=C(C=C1)C1(CCCCC1)CCC1=C2C(=NO1)C1=CC=C(C=C1CC2)C=O (3-(2-(1-(4-fluorophenyl)cyclohexyl)ethyl)-4,5-dihydronaphtho[1,2-c]isoxazole-7-carbaldehyde). Reaction SMILES: [F:1][C:2]1[CH:7]=[CH:6][C:5]([C:8]2([CH2:14][CH2:15][C:16]3[O:20][N:19]=[C:18]4[C:21]5[C:26]([CH2:27][CH2:28][C:17]=34)=[CH:25][C:24]([CH:29]([OH:32])CO)=[CH:23][CH:22]=5)[CH2:13][CH2:12][CH2:11][CH2:10][CH2:9]2)=[CH:4][CH:3]=1.I([O-])(=O)(=O)=O.[Na+]>CO.O>[F:1][C:2]1[CH:7]=[CH:6][C:5]([C:8]2([CH2:14][CH2:15][C:16]3[O:20][N:19]=[C:18]4[C:21]5[C:26]([CH2:27][CH2:28][C:17]=34)=[CH:25][C:24]([CH:29]=[O:32])=[CH:23][CH:22]=5)[CH2:13][CH2:12][CH2:11][CH2:10][CH2:9]2)=[CH:4][CH:3]=1 |f:1.2|. Procedure: To a solution of 1-(3-(2-(1-(4-fluorophenyl)cyclohexyl)ethyl)-4,5-dihydronaphtho[1,2-c]isoxazol-7-yl)ethane-1,2-diol (Preparation 26B, 0.097 g, 0.223 mmol) in methanol (2 mL) at 0° C. was added a solution of sodium periodate (0.057 g, 0.268 mmol) in water (2 mL) dropwise. The white heterogeneous reaction mixture was stirred for 40 mins. at 0° C. and partitioned between ethyl acetate and water. The ethyl acetate layer was washed with brine, dried over sodium sulfate, concentrated, dried in vacuo ... Starting materials: CC1=NC(=CC(=C1C1=CC=C(C=C1)C(=O)OCC)OCC1=CC=C(C=C1)C1=C(C=CC=C1)C1=NN=NN1)C (2,6-Dimethyl-3-(4-ethoxycarbonylphenyl)-4-[(2'-(1H-tetrazol-5-yl)biphenyl-4-yl)methoxy]pyridine), [OH-].[Na+] (sodium hydroxide), [OH-].[Na+] (sodium hydroxide). The solvent is C(C)O (ethanol). Yields the product C(=O)(O)C1=CC=C(C=C1)C=1C(=NC(=CC1OCC1=CC=C(C=C1)C1=C(C=CC=C1)C1=NN=NN1)C)C (3-(4-carboxyphenyl)-2,6-dimethyl-4-[(2'-(1H-tetrazol-5-yl)biphenyl-4-yl)methoxy]pyridine). Reaction SMILES: [CH3:1][C:2]1[C:7]([C:8]2[CH:13]=[CH:12][C:11]([C:14]([O:16]CC)=[O:15])=[CH:10][CH:9]=2)=[C:6]([O:19][CH2:20][C:21]2[CH:26]=[CH:25][C:24]([C:27]3[CH:32]=[CH:31][CH:30]=[CH:29][C:28]=3[C:33]3[NH:37][N:36]=[N:35][N:34]=3)=[CH:23][CH:22]=2)[CH:5]=[C:4]([CH3:38])[N:3]=1.[OH-].[Na+]>C(O)C>[C:14]([C:11]1[CH:10]=[CH:9][C:8]([C:7]2[C:2]([CH3:1])=[N:3][C:4]([CH3:38])=[CH:5][C:6]=2[O:19][CH2:20][C:21]2[CH:26]=[CH:25][C:24]([C:27]3[CH:32]=[CH:31][CH:30]=[CH:29][C:28]=3[C:33]3[NH:37][N:36]=[N:35][N:34]=3)=[CH:23][CH:22]=2)=[CH:13][CH:12]=1)([OH:16])=[O:15] |f:1.2|. Procedure: 2,6-Dimethyl-3-(4-ethoxycarbonylphenyl)-4-[(2'-(1H-tetrazol-5-yl)biphenyl-4-yl)methoxy]pyridine (50 mg) was added to a mixture of 1M sodium hydroxide solution (0.2 ml) and ethanol (2 ml), and the mixture was heated at reflux for 1 hour. Additional 1M sodium hydroxide solution (0.1 ml) was added and the mixture was heated at reflux for a further 30 minutes. Volatile material was removed by evaporation. The residue was dissolved in water (10 ml) and the mixture was extracted with dichloromethane. ...